From a dataset of the Open Reaction Database (ORD), a public repository of structured organic reaction records. describe an organic reaction: reactants, conditions, products, and yield Reactants: C(C)(C)N(CC[C@H](C1=CC=CC=C1)C1=C(C=CC(=C1)CO)O)C(C)C.C(C)(=O)O[C@@H](C(=O)[O-])C1=CC=CC=C1 ((R)-2-[3-(Diisopropylamino)-1-phenylpropyl]-4-(hydroxymethyl)phenol (R)-2-acetoxy(phenyl)acetate), C([O-])([O-])=O.[K+].[K+] (potassium carbonate). Run in C1(=CC=CC=C1)C (toluene). Run at temperature 55 celsius, time 2 hour. The product is C(C)(C)N(CC[C@H](C1=CC=CC=C1)C1=C(C=CC(=C1)CO)O)C(C)C ((R)-2-[3-(Diisopropylamino)-1-phenylpropyl]-4-(hydroxymethyl)phenol). Yield: 69.9%. As a reaction SMILES: [CH:1]([N:4]([CH:23]([CH3:25])[CH3:24])[CH2:5][CH2:6][C@@H:7]([C:14]1[CH:19]=[C:18]([CH2:20][OH:21])[CH:17]=[CH:16][C:15]=1[OH:22])[C:8]1[CH:13]=[CH:12][CH:11]=[CH:10][CH:9]=1)([CH3:3])[CH3:2].C(O[C@H](C1C=CC=CC=1)C([O-])=O)(=O)C.C(=O)([O-])[O-].[K+].[K+]>C1(C)C=CC=CC=1>[CH:23]([N:4]([CH:1]([CH3:3])[CH3:2])[CH2:5][CH2:6][C@@H:7]([C:14]1[CH:19]=[C:18]([CH2:20][OH:21])[CH:17]=[CH:16][C:15]=1[OH:22])[C:8]1[CH:13]=[CH:12][CH:11]=[CH:10][CH:9]=1)([CH3:25])[CH3:24] |f:0.1,2.3.4|. Procedure details: 260 g of (R)-2-[3-(Diisopropylamino)-1-phenylpropyl]-4-(hydroxymethyl)phenol (R)-2-acetoxy(phenyl)acetate and 2600 ml of toluene are introduced into a 10-liter reactor. 2600 ml of a 10% potassium carbonate solution are added to the mixture, brought to 50° C., and it is stirred for two hours. At the end, the two phases are left to separate and the organic phase is washed with 2000 ml of deionised water, still at the temperature of 50° C. The organic phase is then concentrated to residue, obtainin... The reactants are BrC=1C=C(C(=O)O)C=CC1Cl (3-bromo-4-chloro-benzoic acid), C(C)(=O)Cl (acetyl chloride). Solvent: CO (MeOH). Conditions: time 12 hour. Product: COC(C1=CC(=C(C=C1)Cl)Br)=O (3-bromo-4-chloro-benzoic acid methyl ester). Isolated yield 99.7%. RXN SMILES: [Br:1][C:2]1[CH:3]=[C:4]([CH:8]=[CH:9][C:10]=1[Cl:11])[C:5]([OH:7])=[O:6].[C:12](Cl)(=O)C>CO>[CH3:12][O:6][C:5](=[O:7])[C:4]1[CH:8]=[CH:9][C:10]([Cl:11])=[C:2]([Br:1])[CH:3]=1. Procedure: To a suspension of 3-bromo-4-chloro-benzoic acid (10 g, 42.6 mmol) in MeOH (100 mL) cooled with ice bath, was added acetyl chloride (30.4 mL, 0.43 mol) dropwise. The mixture was then stirred at room temperature for 12 hrs and concentrated to yield 3-bromo-4-chloro-benzoic acid methyl ester as a yellow solid (10.6 g). NMR (CDCl3), δ, 8.28 (1H, s), 7.91 (1H, brs), 7.52 (1H, brs), 3.92 (3H, s). As a reaction SMILES: [Cl:1][c:2]1[c:3]2[c:4]([n:5][cH:6][n:7]1)[n:8]([CH:11]1[CH2:12][CH2:13][CH2:14][CH2:15]1)[cH:9][cH:10]2.[I:16][Cl:17]>>[Cl:1][c:2]1[c:3]2[c:4]([n:5][cH:6][n:7]1)[n:8]([CH:11]1[CH2:12][CH2:13][CH2:14][CH2:15]1)[cH:9][c:10]2[I:16]. Reactants: Clc1ncnc2c1ccn2C1CCCC1, ClI. The product is Clc1ncnc2c1c(I)cn2C1CCCC1. Yields the product COc1cc(OC)nc(NC2CCN(C(=O)OC(C)(C)C)CC2)n1. As a reaction SMILES: [C:12]([CH3:13])([CH3:14])([CH3:15])[O:16][C:17](=[O:18])[N:19]1[CH2:20][CH2:21][CH:22]([NH2:25])[CH2:23][CH2:24]1.[Cl:1][c:2]1[n:3][c:4]([O:10][CH3:11])[cH:5][c:6]([O:8][CH3:9])[n:7]1.[O:26]=[CH:27][N:28]([CH3:29])[CH3:30]>>[c:2]1([NH:25][CH:22]2[CH2:21][CH2:20][N:19]([C:17]([O:16][C:12]([CH3:13])([CH3:14])[CH3:15])=[O:18])[CH2:24][CH2:23]2)[n:3][c:4]([O:10][CH3:11])[cH:5][c:6]([O:8][CH3:9])[n:7]1. Reactants: CC(C)(C)OC(=O)N1CCC(N)CC1, COc1cc(OC)nc(Cl)n1, CN(C)C=O. Starting materials: CCOC(=O)c1cc(C2CCCCC2)oc1C, CCO, Cl, [Na+], [OH-], O. The product is Cc1oc(C2CCCCC2)cc1C(=O)O. RXN SMILES: [CH2:1]([CH3:2])[O:3][C:4](=[O:5])[c:6]1[c:7]([CH3:17])[o:8][c:9]([CH:11]2[CH2:12][CH2:13][CH2:14][CH2:15][CH2:16]2)[cH:10]1.[CH3:21][CH2:22][OH:23].[ClH:20].[Na+:19].[OH-:18].[OH2:24]>>[O:3]=[C:4]([OH:5])[c:6]1[c:7]([CH3:17])[o:8][c:9]([CH:11]2[CH2:12][CH2:13][CH2:14][CH2:15][CH2:16]2)[cH:10]1.